This data is from the Open Reaction Database (ORD), a public repository of structured organic reaction records. The task is: describe an organic reaction: reactants, conditions, products, and yield Starting materials: [Li]CCCC, CC(C)=O, CC(=O)O, CCOC(C)=O, [C-]#[N+]C1C(=O)N(C(C(=O)OC)=C(C)C)C1CC=C, C1CCOC1. Yields the product [C-]#[N+]C1(C(C)(C)O)C(=O)N(C(C(=O)OC)=C(C)C)C1CC=C. RXN SMILES: [CH2:19]([Li:20])[CH2:21][CH2:22][CH3:23].[CH3:24][C:25]([CH3:26])=[O:27].[CH3:28][C:29](=[O:30])[OH:31].[CH3:37][CH2:38][O:39][C:40](=[O:41])[CH3:42].[N+:1](#[C-:2])[CH:3]1[C:4](=[O:18])[N:5]([C:10]([C:11](=[O:12])[O:13][CH3:14])=[C:15]([CH3:16])[CH3:17])[CH:6]1[CH2:7][CH:8]=[CH2:9].[O:32]1[CH2:33][CH2:34][CH2:35][CH2:36]1>>[N+:1](#[C-:2])[C:3]1([C:25]([CH3:24])([CH3:26])[OH:27])[C:4](=[O:18])[N:5]([C:10]([C:11](=[O:12])[O:13][CH3:14])=[C:15]([CH3:16])[CH3:17])[CH:6]1[CH2:7][CH:8]=[CH2:9].